describe an organic reaction: reactants, conditions, products, and yield From a dataset of the Open Reaction Database (ORD), a public repository of structured organic reaction records. Reactants: C(C)(C)[Mg]Cl (isopropyl magnesium chloride), BrC1=C(C(=CC(=C1)F)F)SC (1-bromo-3,5-difluoro-2-methylsulfanyl-benzene), COB(OC)OC (trimethylborate). The solvent is O1CCCC1 (tetrahydrofuran), O1CCCC1 (tetrahydrofuran). Reaction conditions: temperature 40 celsius, time 30 minute. Yields the product FC=1C(=C(C=C(C1)F)B(O)O)SC (3,5-Difluoro-2-methylsulfanyl-benzene boronic acid). Yield: 61.6%. RXN SMILES: C([Mg]Cl)(C)C.Br[C:7]1[CH:12]=[C:11]([F:13])[CH:10]=[C:9]([F:14])[C:8]=1[S:15][CH3:16].C[O:18][B:19](OC)[O:20]C>O1CCCC1>[F:14][C:9]1[C:8]([S:15][CH3:16])=[C:7]([B:19]([OH:20])[OH:18])[CH:12]=[C:11]([F:13])[CH:10]=1. Procedure: Charge a flask with isopropyl magnesium chloride (145 mL, 2M in THF, 290 mmol) and dilute with tetrahydrofuran (150 mL) and heat to 40° C. under nitrogen. Add 1-bromo-3,5-difluoro-2-methylsulfanyl-benzene (28 g, 117 mmol) slowly over 5 minutes. After 30 minutes, cool the reaction to 0° C. and add trimethylborate (46 mL, 410 mmol) diluted with tetrahydrofuran (100 mL) via an addition funnel over 5 minutes. Partition the resulting gelatinous mixture between methylene chloride and 1N HCl. Acidify t... Reactants: CCOC(=O)CBr, O=C1CN(Cc2ccccc2)CCC1C(=O)OCc1ccccc1, [H-], [Na+], C1COCCO1, O. Yields the product CCOC(=O)CC1(C(=O)OCc2ccccc2)CCN(Cc2ccccc2)CC1=O. As a reaction SMILES: [Br:27][CH2:28][C:29](=[O:30])[O:31][CH2:32][CH3:33].[CH2:1]([c:2]1[cH:3][cH:4][cH:5][cH:6][cH:7]1)[O:8][C:9](=[O:10])[CH:11]1[C:12](=[O:24])[CH2:13][N:14]([CH2:17][c:18]2[cH:19][cH:20][cH:21][cH:22][cH:23]2)[CH2:15][CH2:16]1.[H-:26].[Na+:25].[O:35]1[CH2:36][CH2:37][O:38][CH2:39][CH2:40]1.[OH2:34]>>[CH2:1]([c:2]1[cH:3][cH:4][cH:5][cH:6][cH:7]1)[O:8][C:9](=[O:10])[C:11]1([CH2:28][C:29](=[O:30])[O:31][CH2:32][CH3:33])[C:12](=[O:24])[CH2:13][N:14]([CH2:17][c:18]2[cH:19][cH:20][cH:21][cH:22][cH:23]2)[CH2:15][CH2:16]1. Reactants: Brc1cccnc1, Cc1ccc(N)c(C(=O)Nc2ccc(F)c(C)n2)n1, [Pd]. Product: Cc1ccc(Nc2cccnc2)c(C(=O)Nc2ccc(F)c(C)n2)n1. As a reaction SMILES: [Br:20][c:21]1[cH:22][n:23][cH:24][cH:25][cH:26]1.[F:1][c:2]1[cH:3][cH:4][c:5]([NH:9][C:10](=[O:11])[c:12]2[n:13][c:14]([CH3:19])[cH:15][cH:16][c:17]2[NH2:18])[n:6][c:7]1[CH3:8].[Pd:27]>>[F:1][c:2]1[cH:3][cH:4][c:5]([NH:9][C:10](=[O:11])[c:12]2[n:13][c:14]([CH3:19])[cH:15][cH:16][c:17]2[NH:18][c:21]2[cH:22][n:23][cH:24][cH:25][cH:26]2)[n:6][c:7]1[CH3:8]. The reactants are COC=1C=C(CN2C(C(CC2)(CCCO)CC2=CC=C(C=C2)F)=O)C=C(C1OC)OC (1-(3,4,5-trimethoxybenzyl)-3-(4-fluorophenylmethyl)-3-(3-hydroxypropyl)-2-oxopyrrolidine), CS(=O)(=O)Cl (methanesulfonyl chloride). Run in ClCCl (dichloromethane). Run at temperature -5 celsius, time 1 hour. Yields the product COC=1C=C(CN2C(C(CC2)(CCCOS(=O)(=O)C)CC2=CC=C(C=C2)F)=O)C=C(C1OC)OC (1-(3,4,5-trimethoxybenzyl)-3-(4-fluorophenylmethyl)-3-(3-methanesulfonyloxypropyl)-2-oxopyrrolidine). Reaction SMILES: [CH3:1][O:2][C:3]1[CH:4]=[C:5]([CH:25]=[C:26]([O:30][CH3:31])[C:27]=1[O:28][CH3:29])[CH2:6][N:7]1[CH2:11][CH2:10][C:9]([CH2:16][C:17]2[CH:22]=[CH:21][C:20]([F:23])=[CH:19][CH:18]=2)([CH2:12][CH2:13][CH2:14][OH:15])[C:8]1=[O:24].[CH3:32][S:33](Cl)(=[O:35])=[O:34]>ClCCl>[CH3:1][O:2][C:3]1[CH:4]=[C:5]([CH:25]=[C:26]([O:30][CH3:31])[C:27]=1[O:28][CH3:29])[CH2:6][N:7]1[CH2:11][CH2:10][C:9]([CH2:16][C:17]2[CH:22]=[CH:21][C:20]([F:23])=[CH:19][CH:18]=2)([CH2:12][CH2:13][CH2:14][O:15][S:33]([CH3:32])(=[O:35])=[O:34])[C:8]1=[O:24]. Reported procedure: Combine 1-(3,4,5-trimethoxybenzyl)-3-(4-fluorophenylmethyl)-3-(3-hydroxypropyl)-2-oxopyrrolidine (2.6 mmol), and dichloromethane (15 mL). Cool to −5° C. using a salt-ice bath. Add dropwise, methanesulfonyl chloride (0.19 g, 1.62 mmol) at such a rate as to maintain the reaction temperature below 0° C. After 1 hour, the reaction mixture is extracted with 1 M hydrochloric acid solution and then a 5% sodium bicarbonate solution. Dry the organic layer over Na2SO4, filter, and evaporate in vacuo to gi...